From a dataset of the Open Reaction Database (ORD), a public repository of structured organic reaction records. describe an organic reaction: reactants, conditions, products, and yield Reactants: solution, ClCCl (dichloromethane), BrC=1C(=NC=NC1)Cl (5-bromo-4-chloropyrimidine), C[O-].[Na+] (sodium methoxide). Solvent: O (water), CO (methanol), CO (methanol), CO (methanol). Reaction conditions: temperature 5 celsius. Product: BrC=1C(=NC=NC1)OC (5-Bromo-4-methoxypyrimidine). RXN SMILES: [Br:1][C:2]1[C:3](Cl)=[N:4][CH:5]=[N:6][CH:7]=1.[CH3:9][O-:10].[Na+].ClCCl>CO.O>[Br:1][C:2]1[C:3]([O:10][CH3:9])=[N:4][CH:5]=[N:6][CH:7]=1 |f:1.2|. Procedure: Twenty grams (0.13 mol) of 5-bromo-4-chloropyrimidine were dissolved in 100 mL of methanol and the solution was cooled to 5° C. by means of an ice bath. A solution consisting of 29.5 mL of a 25 percent solution of sodium methoxide in methanol and 20 mL of methanol was added with stirring and cooling. The temperature rose to 37° C. and then began to fall. The mixture was stirred for 4 hours at ambient temperature and was then diluted with 200 mL of water (which caused the formation of a white pre... Reactants: C(CC#C)SCC(=O)O (2-(but-3-ynylthio)acetic acid), OCC1(COC1)CCC (3-hydroxymethyl-3-n-propyl-oxetane). Product: C(CC#C)SCC12OCC(CO1)(CO2)CCC (1-(But-3-ynylthiomethyl)-4-n-propyl-2,6,7-trioxabicyclo[2.2.2]octane). Reaction SMILES: [CH2:1]([S:5][CH2:6][C:7]([OH:9])=[O:8])[CH2:2][C:3]#[CH:4].[OH:10][CH2:11][C:12]1([CH2:16][CH2:17][CH3:18])[CH2:15]O[CH2:13]1>>[CH2:1]([S:5][CH2:6][C:7]12[O:10][CH2:11][C:12]([CH2:16][CH2:17][CH3:18])([CH2:15][O:9]1)[CH2:13][O:8]2)[CH2:2][C:3]#[CH:4]. Procedure details: 1-(But-3-ynylthiomethyl)-4-n-propyl-2,6,7-trioxabicyclo[2.2.2]octane was prepared from 2-(but-3-ynylthio)acetic acid and 3-hydroxymethyl-3-n-propyl-oxetane using the methodology described in Example I. Starting materials: CCOC1=NC=2C=CC=C(C2N1CC=3C=CC(=CC3)C=4C=CC=CC4C5=NNN=N5)C(=O)OC(C)OC(=O)OC6CCCCC6 (Candesartan cilexetil), C(C)OC=1NC2=C(N1)C(=CC=C2CC2=CC=C(C=C2)C2=C(C=CC=C2)C2=NN=NN2)C(=O)O (2-ethoxy-[[2′-(1H-tetrazol-5-yl)biphenyl-4-yl]methyl]benzimidazole-7-carboxylic acid), C(C1=CC=CC=C1)(C1=CC=CC=C1)(C1=CC=CC=C1)Cl (trityl chloride). Yields the product C(C)OC1=NC2=C(N1CC1=CC=C(C=C1)C1=C(C=CC=C1)C1=NN=NN1C(C1=CC=CC=C1)(C1=CC=CC=C1)C1=CC=CC=C1)C(=CC=C2)C(=O)O (2-ethoxy-1-[[2′-(N-triphenylmethyltetrazol-5-yl)-biphenyl-4-yl]methyl]benzimidazole-7-carboxylic acid). Reaction SMILES: [CH3:1][CH2:2][O:3][C:4]1[N:12]([CH2:13][C:14]2[CH:15]=[CH:16][C:17]([C:20]3[CH:21]=[CH:22][CH:23]=[CH:24][C:25]=3[C:26]3[N:30]=[N:29][NH:28][N:27]=3)=[CH:18][CH:19]=2)[C:11]2[C:10]([C:31]([O:33]C(OC(OC3CCCCC3)=O)C)=[O:32])=[CH:9][CH:8]=[CH:7][C:6]=2[N:5]=1.C(OC1NC2C(CC3C=CC(C4C=CC=CC=4C4NN=NN=4)=CC=3)=CC=C(C(O)=O)C=2N=1)C.[C:79](Cl)([C:92]1[CH:97]=[CH:96][CH:95]=[CH:94][CH:93]=1)([C:86]1[CH:91]=[CH:90][CH:89]=[CH:88][CH:87]=1)[C:80]1[CH:85]=[CH:84][CH:83]=[CH:82][CH:81]=1>>[CH2:2]([O:3][C:4]1[N:12]([CH2:13][C:14]2[CH:15]=[CH:16][C:17]([C:20]3[CH:21]=[CH:22][CH:23]=[CH:24][C:25]=3[C:26]3[N:27]([C:79]([C:80]4[CH:85]=[CH:84][CH:83]=[CH:82][CH:81]=4)([C:92]4[CH:93]=[CH:94][CH:95]=[CH:96][CH:97]=4)[C:86]4[CH:87]=[CH:88][CH:89]=[CH:90][CH:91]=4)[N:28]=[N:29][N:30]=3)=[CH:18][CH:19]=2)[C:11]2[C:10]([C:31]([OH:33])=[O:32])=[CH:9][CH:8]=[CH:7][C:6]=2[N:5]=1)[CH3:1]. Procedure details: U.S. Pat. No. 5,196,444 discloses Candesartan cilexetil and a process for its preparation by the reaction of 2-ethoxy-[[2′-(1H-tetrazol-5-yl)biphenyl-4-yl]methyl]benzimidazole-7-carboxylic acid with trityl chloride in presence of triethyl amine in methylene chloride and purification by column chromatography gives 2-ethoxy-1-[[2′-(N-triphenylmethyltetrazol-5-yl)-biphenyl-4-yl]methyl]benzimidazole-7-carboxylic acid, which upon condensation with cyclohexyl 1-iodoethyl carbonate in presence of potas... The product is C[Si](C)(C)c1cc(C=CCCCCCCCCCCCO)co1. Starting materials: CCOC(C)=O, C[Si](C)(C)c1cc(C#CCCCCCCCCCCCO)co1, [Pd]. Reaction SMILES: [CH3:24][CH2:25][O:26][C:27](=[O:28])[CH3:29].[OH:1][CH2:2][CH2:3][CH2:4][CH2:5][CH2:6][CH2:7][CH2:8][CH2:9][CH2:10][CH2:11][CH2:12][C:13]#[C:14][c:15]1[cH:16][o:17][c:18]([Si:20]([CH3:21])([CH3:22])[CH3:23])[cH:19]1.[Pd:30]>>[OH:1][CH2:2][CH2:3][CH2:4][CH2:5][CH2:6][CH2:7][CH2:8][CH2:9][CH2:10][CH2:11][CH2:12][CH:13]=[CH:14][c:15]1[cH:16][o:17][c:18]([Si:20]([CH3:21])([CH3:22])[CH3:23])[cH:19]1.